Dataset: the Open Reaction Database (ORD), a public repository of structured organic reaction records. Task: describe an organic reaction: reactants, conditions, products, and yield Starting materials: CC(=O)N1CCN2CC1Cc1ccc([N+](=O)[O-])cc12, Cl. Yields the product Cl, O=[N+]([O-])c1ccc2c(c1)N1CCNC(C2)C1. RXN SMILES: [C:1](=[O:2])([CH3:3])[N:4]1[CH2:5][CH2:6][N:7]2[c:8]3[c:9]([cH:13][cH:14][c:15]([N+:17](=[O:18])[O-:19])[cH:16]3)[CH2:10][CH:11]1[CH2:12]2.[ClH:20]>>[ClH:20].[NH:4]1[CH2:5][CH2:6][N:7]2[c:8]3[c:9]([cH:13][cH:14][c:15]([N+:17](=[O:18])[O-:19])[cH:16]3)[CH2:10][CH:11]1[CH2:12]2. Starting materials: C1(CC=CC1)OC=1C=C(C=O)C=CC1OC (3-cyclopent-3-enyloxy-4-methoxybenzaldehyde), solution, Cl(=O)[O-].[Na+] (sodium chlorite), P(=O)(O)(O)[O-].[Na+] (sodium dihydrogen phosphate). Solvent: C(C)(C)(C)O (t-butanol), CC(C)=CC (2-methyl-2-butene). Run at time 5 hour. The product is C1(CC=CC1)OC=1C=C(C(=O)O)C=CC1OC (3-cyclopent-3-enyloxy-4-methoxybenzoic acid). Yield: 69.7%. As a reaction SMILES: [CH:1]1([O:6][C:7]2[CH:8]=[C:9]([CH:12]=[CH:13][C:14]=2[O:15][CH3:16])[CH:10]=[O:11])[CH2:5][CH:4]=[CH:3][CH2:2]1.Cl([O-])=[O:18].[Na+].P([O-])(O)(O)=O.[Na+]>C(O)(C)(C)C.CC(=CC)C>[CH:1]1([O:6][C:7]2[CH:8]=[C:9]([CH:12]=[CH:13][C:14]=2[O:15][CH3:16])[C:10]([OH:18])=[O:11])[CH2:2][CH:3]=[CH:4][CH2:5]1 |f:1.2,3.4|. Procedure: A stirred solution of 3-cyclopent-3-enyloxy-4-methoxybenzaldehyde (1.75 g) in t-butanol (36.5 mL) and 2-methyl-2-butene (9.0 mL) is treated dropwise with an aqueous solution (34 mL) containing sodium chlorite (80% technical grade; 1.0 g) and sodium dihydrogen phosphate (8.75 g). The resulting mixture is further stirred for 5 hours, the layers are separated and the aqueous layer is extracted with t-butyl methyl ether (3×30 mL). The combined organic layers are washed with water (2×15 mL), dried ov...